This data is from the Open Reaction Database (ORD), a public repository of structured organic reaction records. The task is: describe an organic reaction: reactants, conditions, products, and yield Reactants: Nc1ccc2ncsc2c1Br, Cl, [I-], [K+], O=N[O-], [Na+], [Na+], [Na+], O, O=S([O-])([O-])=S. Product: Brc1c(I)ccc2ncsc12. Reaction SMILES: [Br:1][c:2]1[c:3]([NH2:11])[cH:4][cH:5][c:6]2[n:7][cH:8][s:9][c:10]12.[ClH:12].[I-:18].[K+:17].[N:13]([O-:14])=[O:15].[Na+:16].[Na+:24].[Na+:25].[OH2:26].[S:19]([O-:20])([O-:21])(=[O:22])=[S:23]>>[Br:1][c:2]1[c:3]([I:18])[cH:4][cH:5][c:6]2[n:7][cH:8][s:9][c:10]12. Starting materials: NCC(=O)N1C(C(=O)OC(C)(C)C)CCC1C1=CC=CC=C1 (tert-butyl (2RS,5SR)-1-(2-aminoacetyl)-5-phenylprolinate), N(=C=O)C=1C=C(C(=O)OCC2=CC=CC=C2)C=CC1 (benzyl 3-isocyanatobenzoate). Run in O1CCCC1 (tetrahydrofuran). The product is C(C1=CC=CC=C1)OC(=O)C=1C=C(C=CC1)NC(NCC(=O)N1C(C(=O)OC(C)(C)C)CCC1C1=CC=CC=C1)=O (tert-butyl (2RS,5SR)-1-{2-[3-(3-benzyloxycarbonylphenyl)-ureido]acetyl)-5-phenylprolinate). Yield: 28.3%. Reaction SMILES: [NH2:1][CH2:2][C:3]([N:5]1[CH:16]([C:17]2[CH:22]=[CH:21][CH:20]=[CH:19][CH:18]=2)[CH2:15][CH2:14][CH:6]1[C:7]([O:9][C:10]([CH3:13])([CH3:12])[CH3:11])=[O:8])=[O:4].[N:23]([C:26]1[CH:27]=[C:28]([CH:39]=[CH:40][CH:41]=1)[C:29]([O:31][CH2:32][C:33]1[CH:38]=[CH:37][CH:36]=[CH:35][CH:34]=1)=[O:30])=[C:24]=[O:25]>O1CCCC1>[CH2:32]([O:31][C:29]([C:28]1[CH:27]=[C:26]([NH:23][C:24](=[O:25])[NH:1][CH2:2][C:3]([N:5]2[CH:16]([C:17]3[CH:18]=[CH:19][CH:20]=[CH:21][CH:22]=3)[CH2:15][CH2:14][CH:6]2[C:7]([O:9][C:10]([CH3:13])([CH3:12])[CH3:11])=[O:8])=[O:4])[CH:41]=[CH:40][CH:39]=1)=[O:30])[C:33]1[CH:38]=[CH:37][CH:36]=[CH:35][CH:34]=1. Procedure: The operation is carried out in a fashion similar to that described in Example 2, but starting from 1.93 g of tert-butyl (2RS,5SR)-1-(2-aminoacetyl)-5-phenylprolinate and 3.61 g of benzyl 3-isocyanatobenzoate in 50 cm3 of tetrahydrofuran. After treatment, 1 g of tert-butyl (2RS,5SR)-1-{2-[3-(3-benzyloxycarbonylphenyl)-ureido]acetyl)-5-phenylprolinate, melting at 75° C., is obtained.